Dataset: the Open Reaction Database (ORD), a public repository of structured organic reaction records. Task: describe an organic reaction: reactants, conditions, products, and yield Starting materials: C1COC2(CN(S(C3=C2C=CC2=CC=CC=C23)(=O)=O)C)O1 (2-methyl-2H-naphtho[2,1-e]-1,2-thiazine-4(3H)-one-1,1-dioxide-ethylene ketal), Cl (hydrochloric acid). Solvent: CO (methanol). Reaction conditions: time 30 minute. The product is CN1S(C2=C(C(C1)=O)C=CC1=CC=CC=C12)(=O)=O (2-Methyl-2H-naphtho[2,1-e]-1,2-thiazine-4-(3H)-one-1,1-dioxide). Reaction SMILES: C1O[C:4]2([C:9]3[CH:10]=[CH:11][C:12]4[C:17]([C:8]=3[S:7](=[O:19])(=[O:18])[N:6]([CH3:20])[CH2:5]2)=[CH:16][CH:15]=[CH:14][CH:13]=4)[O:3]C1.Cl>CO>[CH3:20][N:6]1[CH2:5][C:4](=[O:3])[C:9]2[CH:10]=[CH:11][C:12]3[C:17]([C:8]=2[S:7]1(=[O:18])=[O:19])=[CH:16][CH:15]=[CH:14][CH:13]=3. Procedure: A suspension of 10.7 gm (0.35 mol) of 2-methyl-2H-naphtho[2,1-e]-1,2-thiazine-4(3H)-one-1,1-dioxide-ethylene ketal in 200 ml of methanol and 200 ml of aqueous 9% hydrochloric acid wasrefluxed for 30 minutes. Then, the mixture was evaporated to dryness in vacuo, the residue was taken up in methylene chloride, and the solution wsneutralized and again evaporated to dryness. After recrystallization of theresidue from ethanol, 6.3 gm (69% of theory) of 2-methyl-2H-naphtho[2,1-e]-1,2-thiazine-4(3H)-on... Reactants: C1(=CC=CC=C1)C(=O)C1=CC=2C(=CN=CC2)N1 (phenyl(1H-pyrrolo[2,3-c]pyridin-2-yl)methanone), NOC1CN(CC1)C(=O)OC(C)(C)C (tert-butyl 3-(aminooxy)pyrrolidine-1-carboxylate), C(C)(=O)O (acetic acid). Solvent: C(C)(C)O (isopropanol). Conditions: time 3 day. Product: C1(=CC=CC=C1)C(C1=CC=2C(=CN=CC2)N1)=NOC1CN(CC1)C(=O)OC(C)(C)C (tert-butyl 3-[[[phenyl(1H-pyrrolo[2,3-c]pyridin-2-yl)methylene]amino]oxy]pyrrolidine-1-carboxylate). Isolated yield 32.2%. As a reaction SMILES: [C:1]1([C:7]([C:9]2[NH:17][C:12]3=[CH:13][N:14]=[CH:15][CH:16]=[C:11]3[CH:10]=2)=O)[CH:6]=[CH:5][CH:4]=[CH:3][CH:2]=1.[NH2:18][O:19][CH:20]1[CH2:24][CH2:23][N:22]([C:25]([O:27][C:28]([CH3:31])([CH3:30])[CH3:29])=[O:26])[CH2:21]1.C(O)(=O)C>C(O)(C)C>[C:1]1([C:7](=[N:18][O:19][CH:20]2[CH2:24][CH2:23][N:22]([C:25]([O:27][C:28]([CH3:31])([CH3:30])[CH3:29])=[O:26])[CH2:21]2)[C:9]2[NH:17][C:12]3=[CH:13][N:14]=[CH:15][CH:16]=[C:11]3[CH:10]=2)[CH:6]=[CH:5][CH:4]=[CH:3][CH:2]=1. Reported procedure: To a mixture of phenyl(1H-pyrrolo[2,3-c]pyridin-2-yl)methanone (Example 35) (90 mg, 0.40 mmol) and tert-butyl 3-(aminooxy)pyrrolidine-1-carboxylate (Reference Example 9) (82 mg, 0.40 mmol) in isopropanol (6 mL) was added 4 Å molecular sieves. The pH of the solution was adjusted to pH 4-5 with glacial acetic acid. The reaction mixture was heated to reflux. After 3 days, the reaction mixture was cooled to ambient temperature. The mixture was filtered through a pad of diatomaceous earth and the fil... Reactants: CCOC(=O)c1ccc(NC(=O)C(C2CCCCC2)n2c(-c3ccc(Cl)cc3)nc3cc(F)c(F)cc32)cc1, Cl, [Li+], C1COCCO1, [OH-], O, O. Product: O=C(O)c1ccc(NC(=O)C(C2CCCCC2)n2c(-c3ccc(Cl)cc3)nc3cc(F)c(F)cc32)cc1. Reaction SMILES: [CH2:1]([CH3:2])[O:3][C:4]([c:5]1[cH:6][cH:7][c:8]([NH:11][C:12]([CH:13]([CH:14]2[CH2:15][CH2:16][CH2:17][CH2:18][CH2:19]2)[n:20]2[c:21](-[c:31]3[cH:32][cH:33][c:34]([Cl:37])[cH:35][cH:36]3)[n:22][c:23]3[c:24]2[cH:25][c:26]([F:30])[c:27]([F:29])[cH:28]3)=[O:38])[cH:9][cH:10]1)=[O:39].[ClH:43].[Li+:42].[O:44]1[CH2:45][CH2:46][O:47][CH2:48][CH2:49]1.[OH-:41].[OH2:40].[OH2:50]>>[O:3]=[C:4]([c:5]1[cH:6][cH:7][c:8]([NH:11][C:12]([CH:13]([CH:14]2[CH2:15][CH2:16][CH2:17][CH2:18][CH2:19]2)[n:20]2[c:21](-[c:31]3[cH:32][cH:33][c:34]([Cl:37])[cH:35][cH:36]3)[n:22][c:23]3[c:24]2[cH:25][c:26]([F:30])[c:27]([F:29])[cH:28]3)=[O:38])[cH:9][cH:10]1)[OH:39]. Reactants: CCO, O=C(Nc1cc(F)c(Oc2ccnc3[nH]cc(Cl)c23)c(F)c1)C(F)(F)F, [Na+], [OH-]. Product: Nc1cc(F)c(Oc2ccnc3[nH]cc(Cl)c23)c(F)c1. Reaction SMILES: [CH3:29][CH2:30][OH:31].[Cl:3][c:4]1[cH:5][nH:6][c:7]2[n:8][cH:9][cH:10][c:11]([O:13][c:14]3[c:15]([F:28])[cH:16][c:17]([NH:21][C:22](=[O:23])[C:24]([F:25])([F:26])[F:27])[cH:18][c:19]3[F:20])[c:12]12.[Na+:2].[OH-:1]>>[Cl:3][c:4]1[cH:5][nH:6][c:7]2[n:8][cH:9][cH:10][c:11]([O:13][c:14]3[c:15]([F:28])[cH:16][c:17]([NH2:21])[cH:18][c:19]3[F:20])[c:12]12. The reactants are C(C)C1=NNC2=C(C=C(C=C12)C(=O)[O-])OC (3-ethyl-7-methoxy-1H-indazole-5-carboxylate), [Li+].[OH-] (LiOH). Solvent: C1CCOC1 (THF). The product is C(C)C1=NNC2=C(C=C(C=C12)C(=O)O)OC (3-Ethyl-7-methoxy-1H-indazole-5-carboxylic acid). Yield: 91.1%. RXN SMILES: [CH2:1]([C:3]1[C:11]2[C:6](=[C:7]([O:15][CH3:16])[CH:8]=[C:9]([C:12]([O-:14])=[O:13])[CH:10]=2)[NH:5][N:4]=1)[CH3:2].[Li+].[OH-]>C1COCC1>[CH2:1]([C:3]1[C:11]2[C:6](=[C:7]([O:15][CH3:16])[CH:8]=[C:9]([C:12]([OH:14])=[O:13])[CH:10]=2)[NH:5][N:4]=1)[CH3:2] |f:1.2|. Procedure details: To a solution of 3-ethyl-7-methoxy-1H-indazole-5-carboxylate (1.05 g, 4.23 mmol) in THF (35 mL) was added 1 M LiOH (8.46 mL, 8.46 mmol) and the mixture was heated at reflux overnight. The mixture was concentrated and the residue was triturated with 1 N HCl. The precipitates were washed with water and air dried. The solids were then taken up in hot methanol, filtered, concentrated and dried overnight under high vacuum to provide the title compound as an off-white solid (849 mg, 91%). Reported procedure: Under argon, 500 mg (2.18 mmol) of methyl 2-bromo-4-methylbenzoate together with 655 mg (3.27 mmol) of 2-(trifluoromethyl)phenylboronic acid were dissolved in 10 ml of toluene, and 86 mg (0.22 mmol) of 2-dicyclohexylphosphino-2′-(N,N-dimethylamino)biphenyl, 100 mg (0.11 mmol) of tris(dibenzylideneacetone)dipalladium and 927 mg (4.37 mmol) of potassium phosphate were added successively. The mixture was heated to 110° C. and stirred at this temperature for 20 h. For work-up, the reaction mixture w... Run in C(C)(=O)OCC (ethyl acetate), O (water), C1(=CC=CC=C1)C (toluene). The product is CC1=CC=C(C(=C1)C1=C(C=CC=C1)C(F)(F)F)C(=O)OC (Methyl 5-methyl-2′-(trifluoromethyl)biphenyl-2-carboxylate). As a reaction SMILES: Br[C:2]1[CH:11]=[C:10]([CH3:12])[CH:9]=[CH:8][C:3]=1[C:4]([O:6][CH3:7])=[O:5].[F:13][C:14]([F:25])([F:24])[C:15]1[CH:20]=[CH:19][CH:18]=[CH:17][C:16]=1B(O)O.C1(P(C2CCCCC2)C2C=CC=CC=2C2C=CC=CC=2N(C)C)CCCCC1.P([O-])([O-])([O-])=O.[K+].[K+].[K+]>C1(C)C=CC=CC=1.C(OCC)(=O)C.O.C1C=CC(/C=C/C(/C=C/C2C=CC=CC=2)=O)=CC=1.C1C=CC(/C=C/C(/C=C/C2C=CC=CC=2)=O)=CC=1.C1C=CC(/C=C/C(/C=C/C2C=CC=CC=2)=O)=CC=1.[Pd].[Pd]>[CH3:12][C:10]1[CH:11]=[C:2]([C:16]2[CH:17]=[CH:18][CH:19]=[CH:20][C:15]=2[C:14]([F:25])([F:24])[F:13])[C:3]([C:4]([O:6][CH3:7])=[O:5])=[CH:8][CH:9]=1 |f:3.4.5.6,10.11.12.13.14|. The reagents and catalysts are C=1C=CC(=CC1)/C=C/C(=O)/C=C/C2=CC=CC=C2.C=1C=CC(=CC1)/C=C/C(=O)/C=C/C2=CC=CC=C2.C=1C=CC(=CC1)/C=C/C(=O)/C=C/C2=CC=CC=C2.[Pd].[Pd] (tris(dibenzylideneacetone)dipalladium). Starting materials: C1(CCCCC1)P(C1=C(C=CC=C1)C1=C(C=CC=C1)N(C)C)C1CCCCC1 (2-dicyclohexylphosphino-2′-(N,N-dimethylamino)biphenyl), P(=O)([O-])([O-])[O-].[K+].[K+].[K+] (potassium phosphate), BrC1=C(C(=O)OC)C=CC(=C1)C (methyl 2-bromo-4-methylbenzoate), FC(C1=C(C=CC=C1)B(O)O)(F)F (2-(trifluoromethyl)phenylboronic acid). Run at temperature 110 celsius, time 20 hour. Starting materials: BrC1=CC(=C(C=C1)C(=O)N1[C@@H](CCC1)CN1CCCC1)F ((4-bromo-2-fluoro-phenyl)-(2-(S)-pyrrolidin-1-ylmethyl-pyrrolidin-1-yl)-methanone), CS(=O)C1=CC=C(C=C1)B(O)O (4-Methylsulfinyl benzene boronic acid). Yields the product FC=1C=C(C=CC1C(=O)N1[C@@H](CCC1)CN1CCCC1)C1=CC=C(C=C1)S(=O)C ((3-Fluoro-4′-methanesulfinyl-biphenyl-4-yl)-(2-(S)-pyrrolidin-1-ylmethyl-pyrrolidin-1-yl)-methanone). Reaction SMILES: Br[C:2]1[CH:7]=[CH:6][C:5]([C:8]([N:10]2[CH2:14][CH2:13][CH2:12][C@H:11]2[CH2:15][N:16]2[CH2:20][CH2:19][CH2:18][CH2:17]2)=[O:9])=[C:4]([F:21])[CH:3]=1.[CH3:22][S:23]([C:25]1[CH:30]=[CH:29][C:28](B(O)O)=[CH:27][CH:26]=1)=[O:24]>>[F:21][C:4]1[CH:3]=[C:2]([C:28]2[CH:29]=[CH:30][C:25]([S:23]([CH3:22])=[O:24])=[CH:26][CH:27]=2)[CH:7]=[CH:6][C:5]=1[C:8]([N:10]1[CH2:14][CH2:13][CH2:12][C@H:11]1[CH2:15][N:16]1[CH2:20][CH2:19][CH2:18][CH2:17]1)=[O:9]. Procedure: The title compound is prepared in a manner substantially analogous to Procedure SS starting from (4-bromo-2-fluoro-phenyl)-(2-(S)-pyrrolidin-1-ylmethyl-pyrrolidin-1-yl)-methanone and 4-Methylsulfinyl benzene boronic acid. MS (M+H) 415.1